Dataset: the Open Reaction Database (ORD), a public repository of structured organic reaction records. Task: describe an organic reaction: reactants, conditions, products, and yield The reactants are ClC1=CC(=NC(=N1)OC)NCC1OC2=C(N(C1)C)C=CC=C2 ((6-chloro-2-methoxy-pyrimidin-4-yl)-(4-methyl-3,4-dihydro-2H-benzo[1,4]oxazin-2-ylmethyl)-amine), C(=O)(O)C(C)(C)C=1C=C(C=CC1)B(O)O (3-(1-carboxy-1-methyl-ethyl)-phenyl-boronic acid), C(=O)([O-])[O-].[Cs+].[Cs+] (Cs2CO3). The reagents and catalysts are C=1C=CC(=CC1)[P](C=2C=CC=CC2)(C=3C=CC=CC3)[Pd]([P](C=4C=CC=CC4)(C=5C=CC=CC5)C=6C=CC=CC6)([P](C=7C=CC=CC7)(C=8C=CC=CC8)C=9C=CC=CC9)[P](C=1C=CC=CC1)(C=1C=CC=CC1)C=1C=CC=CC1 (tetrakis(triphenylphosphine)palladium(0)). Solvent: COCCOC (ethylene glycol dimethyl ether), O (water), O (H2O). Conditions: temperature 85 celsius. Product: COC1=NC(=CC(=N1)C=1C=C(C=CC1)C(C(=O)O)(C)C)NCC1OC2=C(N(C1)C)C=CC=C2 (2-(3-{2-methoxy-6-[(4-methyl-3,4-dihydro-2H-benzo[1,4]oxazin-2-ylmethyl)-amino]-pyrimidin-4-yl}-phenyl)-2-methyl-propionic acid). Isolated yield 68.3%. RXN SMILES: Cl[C:2]1[N:7]=[C:6]([O:8][CH3:9])[N:5]=[C:4]([NH:10][CH2:11][CH:12]2[CH2:17][N:16]([CH3:18])[C:15]3[CH:19]=[CH:20][CH:21]=[CH:22][C:14]=3[O:13]2)[CH:3]=1.[C:23]([C:26]([C:29]1[CH:30]=[C:31](B(O)O)[CH:32]=[CH:33][CH:34]=1)([CH3:28])[CH3:27])([OH:25])=[O:24].C([O-])([O-])=O.[Cs+].[Cs+]>COCCOC.O.C1C=CC([P]([Pd]([P](C2C=CC=CC=2)(C2C=CC=CC=2)C2C=CC=CC=2)([P](C2C=CC=CC=2)(C2C=CC=CC=2)C2C=CC=CC=2)[P](C2C=CC=CC=2)(C2C=CC=CC=2)C2C=CC=CC=2)(C2C=CC=CC=2)C2C=CC=CC=2)=CC=1>[CH3:9][O:8][C:6]1[N:7]=[C:2]([C:31]2[CH:30]=[C:29]([C:26]([CH3:28])([CH3:27])[C:23]([OH:25])=[O:24])[CH:34]=[CH:33][CH:32]=2)[CH:3]=[C:4]([NH:10][CH2:11][CH:12]2[CH2:17][N:16]([CH3:18])[C:15]3[CH:19]=[CH:20][CH:21]=[CH:22][C:14]=3[O:13]2)[N:5]=1 |f:2.3.4,^1:54,56,75,94|. Procedure: A mixture of (6-chloro-2-methoxy-pyrimidin-4-yl)-(4-methyl-3,4-dihydro-2H-benzo[1,4]oxazin-2-ylmethyl)-amine (200 mg, 0.62 mmol), 3-(1-carboxy-1-methyl-ethyl)-phenyl-boronic acid (190 mg, 0.94 mmol), and Cs2CO3 (0.51 g, 1.6 mmol) in ethylene glycol dimethyl ether (10 mL) and water (2 mL) is degassed by bubbling with Ar gas for 5 minutes, and treated with tetrakis(triphenylphosphine)palladium(0) (36 mg, 0.03 mmol) at room temperature. The mixture is heated at 85° C. for 6 h. The mixture is dilute... Reactants: O=S(=O)(OCCC(O)C1CCCCC1)c1ccc(Br)cc1, ClCCl, O=[Cr](=O)([O-])Cl, c1cc[nH+]cc1. Reaction SMILES: [Br:1][c:2]1[cH:3][cH:4][c:5]([S:8](=[O:9])(=[O:10])[O:11][CH2:12][CH2:13][CH:14]([OH:15])[CH:16]2[CH2:17][CH2:18][CH2:19][CH2:20][CH2:21]2)[cH:6][cH:7]1.[Cl:33][CH2:34][Cl:35].[O:22]=[Cr:23]([Cl:24])([O-:25])=[O:26].[nH+:27]1[cH:28][cH:29][cH:30][cH:31][cH:32]1>>[Br:1][c:2]1[cH:3][cH:4][c:5]([S:8](=[O:9])(=[O:10])[O:11][CH2:12][CH2:13][C:14](=[O:15])[CH:16]2[CH2:17][CH2:18][CH2:19][CH2:20][CH2:21]2)[cH:6][cH:7]1. Product: O=C(CCOS(=O)(=O)c1ccc(Br)cc1)C1CCCCC1.